This data is from the Open Reaction Database (ORD), a public repository of structured organic reaction records. The task is: describe an organic reaction: reactants, conditions, products, and yield Reactants: C([O-])([O-])=O.[Na+].[Na+] (sodium carbonate), [N+](=O)([O-])C1=CC=C(/C=C/CCl)C=C1 (trans-4-Nitrocinnamyl chloride), NC1=C(C=CC=C1)S (2-aminothiophenol). Run in CN(C)C=O (DMF), CN(C)C=O (DMF). Conditions: time 8 hour. Product: [N+](=O)([O-])C1=CC=C(C=C1)/C=C/C=1SC2=C(N1)C=CC=C2 (Trans-2-(4-Nitrophenylethenyl)benzothiazole). Isolated yield 85.0%. As a reaction SMILES: [N+:1]([C:4]1[CH:13]=[CH:12][C:7](/[CH:8]=[CH:9]/[CH2:10]Cl)=[CH:6][CH:5]=1)([O-:3])=[O:2].[NH2:14][C:15]1[CH:20]=[CH:19][CH:18]=[CH:17][C:16]=1[SH:21].C(=O)([O-])[O-].[Na+].[Na+]>CN(C=O)C>[N+:1]([C:4]1[CH:13]=[CH:12][C:7](/[CH:8]=[CH:9]/[C:10]2[S:21][C:16]3[CH:17]=[CH:18][CH:19]=[CH:20][C:15]=3[N:14]=2)=[CH:6][CH:5]=1)([O-:3])=[O:2] |f:2.3.4|. Procedure details: trans-4-Nitrocinnamyl chloride 10 (1.77 g, 9.5 mmol, 1.2 eq.) in DMF (20 ml) was added dropwise to a solution of 2-aminothiophenol 9 (1.0 g, 8.0 mmol) in DMF(15 ml) at room temperature. The reaction mixture was stirred at room temperature for overnight. The reaction mixture was poured into a solution of 10% sodium carbonate (100 ml). The participate was collected by filtration under reduced pressure. Recrystallization from methanol gave 1.92 g (85.1%) of the product 11. Starting materials: [H-].C(C(C)C)[Al+]CC(C)C (diisobutyl aluminum hydride), C1(=CC=CC=C1)C (toluene), CC1(OC2C(C3C(=CC(OC3)=O)CC2OCOC)O1)C (1,5,6,7,8,8a-hexahydro-7,8-(dimethylmethylenedioxy)-6-methoxymethoxy-3H-2-benzopyran-3-one), S(=O)(=O)([O-])[O-].[Na+].[Na+] (sodium sulfate). Run in C(C)OCC (diethyl ether), C(C)(=O)OCC (ethyl acetate). Conditions: time 2 hour. Yields the product CC1(OC2C(C3C(=CC(OC3)O)CC2OCOC)O1)C (1,5,6,7,8,8a-hexahydro-7,8-(dimethylmethylenedioxy)-6-methoxymethoxy-3H-2-benzopyran-3-ol). Isolated yield 179.7%. Reaction SMILES: [H-].C([Al+]CC(C)C)C(C)C.C1(C)C=CC=CC=1.[CH3:18][C:19]1([CH3:37])[O:36][CH:22]2[CH:23]3[CH2:28][O:27][C:26](=[O:29])[CH:25]=[C:24]3[CH2:30][CH:31]([O:32][CH2:33][O:34][CH3:35])[CH:21]2[O:20]1.S([O-])([O-])(=O)=O.[Na+].[Na+]>C(OCC)C.C(OCC)(=O)C>[CH3:18][C:19]1([CH3:37])[O:36][CH:22]2[CH:23]3[CH2:28][O:27][CH:26]([OH:29])[CH:25]=[C:24]3[CH2:30][CH:31]([O:32][CH2:33][O:34][CH3:35])[CH:21]2[O:20]1 |f:0.1,4.5.6|. Reported procedure: Under an argon atmosphere, 18 microliters of diisobutyl aluminum hydride (0.5N toluene solution) was added at -78° C. to a 0.5 ml toluene solution of 2.1 mg 1,5,6,7,8,8a-hexahydro-7,8-(dimethylmethylenedioxy)-6-methoxymethoxy-3H-2-benzopyran-3-one, and stirring was conducted for 2 hours. After the temperature was elevated to 0° C., the reaction mixture was diluted with diethyl ether, and a saturated sodium sulfate aqueous solution was added until a white precipitate was formed. To the obtained r... Starting materials: C(C1=CC=CC=C1)NC([C@@H](NC(C(CC(=O)NO)CC(C)C)=O)C(C)C)=O (N-benzyl-Nα-(N-hydroxy-2-isobutylsuccinamoyl)-L-valinamide), C(C1=CC=CC=C1)N([C@@H](CCCC)C(=O)O)C(C(CC(=O)NO)CC(C)C)=O (N-benzyl-Nα-(N-hydroxy-2-isobutylsuccinamoyl)-L-norleucine), C(C1=CC=CC=C1)NC([C@@H](NC(C(CC(=O)NO)CC(C)C)=O)CCCCN)=O (N-benzyl-Nα-(N-hydroxy-2-isobutylsuccinamoyl)-L-lysinamide), FC(C1=CC=C(CNC([C@@H](NC(C(CC(=O)NO)CC(C)C)=O)C(C)C)=O)C=C1)(F)F (N-(4-trifluoromethylbenzyl)-Nα-(N-hydroxy-2-isobutylsuccinamoyl)-L-valinamide), C(CC1=CC=CC=C1)NC([C@@H](NC(C(CC(=O)NO)CC(C)C)=O)C(C)C)=O (N-phenethyl-Nα-(N-hydroxy-2-isobutylsuccinamoyl)-L-valinamide), C(C1=CC=CC=C1)NC([C@@H](NC(C(CC(=O)NO)CC(C)C)=O)CCSC)=O (N-benzyl-Nα-(N-hydroxy-2-isobutylsuccinamoyl)-L-methioninamide). Product: ONC(CC(C(=O)N[C@@H](C(C)C)C(=O)N)CC(C)C)=O (Nα-(N-hydroxy-2-isobutylsuccinamoyl)-L-valinamide). RXN SMILES: C([NH:8][C:9](=[O:27])[C@H:10]([CH:24]([CH3:26])[CH3:25])[NH:11][C:12](=[O:23])[CH:13]([CH2:19][CH:20]([CH3:22])[CH3:21])[CH2:14][C:15]([NH:17][OH:18])=[O:16])C1C=CC=CC=1.FC(F)(F)C1C=CC(CNC(=O)[C@H](C(C)C)NC(=O)C(CC(C)C)CC(NO)=O)=CC=1.C(NC(=O)[C@H](C(C)C)NC(=O)C(CC(C)C)CC(NO)=O)CC1C=CC=CC=1.C(N(C(=O)C(CC(C)C)CC(NO)=O)[C@H](C(O)=O)CCCC)C1C=CC=CC=1.C(NC(=O)[C@H](CCCCN)NC(=O)C(CC(C)C)CC(NO)=O)C1C=CC=CC=1.C(NC(=O)[C@H](CCSC)NC(=O)C(CC(C)C)CC(NO)=O)C1C=CC=CC=1>>[OH:18][NH:17][C:15](=[O:16])[CH2:14][CH:13]([CH2:19][CH:20]([CH3:22])[CH3:21])[C:12]([NH:11][C@H:10]([C:9]([NH2:8])=[O:27])[CH:24]([CH3:25])[CH3:26])=[O:23]. Procedure details: ##STR4## N-benzyl-Nα-(N-hydroxy-2-isobutylsuccinamoyl)-L-valinamide: ##STR5##N-(4-trifluoromethylbenzyl)-Nα-(N-hydroxy-2-isobutylsuccinamoyl)-L-valinamide: ##STR6## N-phenethyl-Nα-(N-hydroxy-2-isobutylsuccinamoyl)-L-valinamide: ##STR7## N-benzyl-Nα-(N-hydroxy-2-isobutylsuccinamoyl)-L-norleucine: ##STR8## N-benzyl-Nα-(N-hydroxy-2-isobutylsuccinamoyl)-L-lysinamide: ##STR9## N-benzyl-Nα-(N-hydroxy-2-isobutylsuccinamoyl)-L-methioninamide: ##STR10## The reactants are ClC1=NC=C(C=C1)S(=O)(=O)NC1=CC(=C(C2=CC=CC=C12)O)C(=O)N(CCCCCCCCCCCCCCCCCC)CCCCCCCCCCCCCCCCCC (4-(2-chloro-5-pyridinesulfonamido)-1-hydroxy-N,N-dioctadecyl-2-naphthamide), NN (hydrazine), CO (methanol). Solvent: C(Cl)Cl.CC(=O)C (methylene chloride acetone). The product is N(N)C1=NC=C(C=C1)S(=O)(=O)NC1=CC(=C(C2=CC=CC=C12)O)C(=O)N(CCCCCCCCCCCCCCCCCC)CCCCCCCCCCCCCCCCCC (4-(2-Hydrazino-5-pyridinesulfonamido)-1-hydroxy-N,N-dioctadecyl-2-naphthamide). Reaction SMILES: Cl[C:2]1[CH:7]=[CH:6][C:5]([S:8]([NH:11][C:12]2[C:21]3[C:16](=[CH:17][CH:18]=[CH:19][CH:20]=3)[C:15]([OH:22])=[C:14]([C:23]([N:25]([CH2:44][CH2:45][CH2:46][CH2:47][CH2:48][CH2:49][CH2:50][CH2:51][CH2:52][CH2:53][CH2:54][CH2:55][CH2:56][CH2:57][CH2:58][CH2:59][CH2:60][CH3:61])[CH2:26][CH2:27][CH2:28][CH2:29][CH2:30][CH2:31][CH2:32][CH2:33][CH2:34][CH2:35][CH2:36][CH2:37][CH2:38][CH2:39][CH2:40][CH2:41][CH2:42][CH3:43])=[O:24])[CH:13]=2)(=[O:10])=[O:9])=[CH:4][N:3]=1.[NH2:62][NH2:63].CO>C(Cl)Cl.CC(C)=O>[NH:62]([C:2]1[CH:7]=[CH:6][C:5]([S:8]([NH:11][C:12]2[C:21]3[C:16](=[CH:17][CH:18]=[CH:19][CH:20]=3)[C:15]([OH:22])=[C:14]([C:23]([N:25]([CH2:44][CH2:45][CH2:46][CH2:47][CH2:48][CH2:49][CH2:50][CH2:51][CH2:52][CH2:53][CH2:54][CH2:55][CH2:56][CH2:57][CH2:58][CH2:59][CH2:60][CH3:61])[CH2:26][CH2:27][CH2:28][CH2:29][CH2:30][CH2:31][CH2:32][CH2:33][CH2:34][CH2:35][CH2:36][CH2:37][CH2:38][CH2:39][CH2:40][CH2:41][CH2:42][CH3:43])=[O:24])[CH:13]=2)(=[O:10])=[O:9])=[CH:4][N:3]=1)[NH2:63] |f:3.4|. Reported procedure: A mixture of 12.7 g (0.0144 mole) 4-(2-chloro-5-pyridinesulfonamido)-1-hydroxy-N,N-dioctadecyl-2-naphthamide, 4.7 g 95% hydrazine, and 413 ml methanol was heated under reflux for 17 hours. The hot mixture was filtered and then chilled. The product was filtered off, washed first with cold methanol, then with water, and air dried, yielding 11.7 g (93%), mp 96°-8° C. after softening. A thin-layer chromatogram using 85/15 methylene chloride/acetone to elute, showed traces of impurities. Starting materials: CC1C(CN2C(=O)C(CCOS(C)(=O)=O)(Cc3ccncc3)NC2=CC(=O)c2ccc(C#N)cc2)CC2CC1C2(C)C, CN(C)C=O, [K+], [K+], N#N, O=C([O-])[O-], c1c[nH]cn1. The product is CC1C(CN2C(=O)C(CCn3ccnc3)(Cc3ccncc3)NC2=CC(=O)c2ccc(C#N)cc2)CC2CC1C2(C)C. As a reaction SMILES: [C:1](#[N:2])[c:3]1[cH:4][cH:5][c:6]([C:9]([CH:10]=[C:11]2[N:12]([CH2:31][CH:32]3[CH:33]([CH3:41])[CH:34]4[C:35]([CH3:39])([CH3:40])[CH:36]([CH2:37]3)[CH2:38]4)[C:13](=[O:30])[C:14]([CH2:16][c:17]3[cH:18][cH:19][n:20][cH:21][cH:22]3)([CH2:23][CH2:24][O:25][S:26]([CH3:27])(=[O:28])=[O:29])[NH:15]2)=[O:42])[cH:7][cH:8]1.[CH3:54][N:55]([CH3:56])[CH:57]=[O:58].[K+:48].[K+:49].[N:59]#[N:60].[O-:50][C:51]([O-:52])=[O:53].[nH:43]1[cH:44][n:45][cH:46][cH:47]1>>[C:1](#[N:2])[c:3]1[cH:4][cH:5][c:6]([C:9]([CH:10]=[C:11]2[N:12]([CH2:31][CH:32]3[CH:33]([CH3:41])[CH:34]4[C:35]([CH3:39])([CH3:40])[CH:36]([CH2:37]3)[CH2:38]4)[C:13](=[O:30])[C:14]([CH2:16][c:17]3[cH:18][cH:19][n:20][cH:21][cH:22]3)([CH2:23][CH2:24][n:43]3[cH:44][n:45][cH:46][cH:47]3)[NH:15]2)=[O:42])[cH:7][cH:8]1. Reactants: CCOCCOCCO, Clc1nc(Nc2cc[nH]n2)cc2ccccc12. The product is CCOCCOCCOc1nc(Nc2cc[nH]n2)cc2ccccc12. RXN SMILES: [CH2:18]([CH3:19])[O:20][CH2:21][CH2:22][O:23][CH2:24][CH2:25][OH:26].[Cl:1][c:2]1[n:3][c:4]([NH:12][c:13]2[n:14][nH:15][cH:16][cH:17]2)[cH:5][c:6]2[cH:7][cH:8][cH:9][cH:10][c:11]12>>[c:2]1([O:26][CH2:25][CH2:24][O:23][CH2:22][CH2:21][O:20][CH2:18][CH3:19])[n:3][c:4]([NH:12][c:13]2[n:14][nH:15][cH:16][cH:17]2)[cH:5][c:6]2[cH:7][cH:8][cH:9][cH:10][c:11]12. The reactants are [N+](=O)(O)[O-] (nitric acid), ClC=1C=C(C2=C(N(C(CO2)=O)C)C1)C(=O)O (6-chloro-3,4-dihydro-4-methyl-3-oxo-2H-1,4-benzoxazine-8-carboxylic acid), resultant solution. Solvent: S(O)(O)(=O)=O (sulfuric acid), S(O)(O)(=O)=O (sulfuric acid). The product is ClC=1C(=C(C2=C(N(C(CO2)=O)C)C1)C(=O)O)[N+](=O)[O-] (6-chloro-3,4-dihydro-4-methyl-7-nitro-3-oxo-2H-1,4-benzoxazine-8-carboxylic acid). Reaction SMILES: [Cl:1][C:2]1[CH:3]=[C:4]([C:14]([OH:16])=[O:15])[C:5]2[O:10][CH2:9][C:8](=[O:11])[N:7]([CH3:12])[C:6]=2[CH:13]=1.[N+:17]([O-])([OH:19])=[O:18]>S(=O)(=O)(O)O>[Cl:1][C:2]1[C:3]([N+:17]([O-:19])=[O:18])=[C:4]([C:14]([OH:16])=[O:15])[C:5]2[O:10][CH2:9][C:8](=[O:11])[N:7]([CH3:12])[C:6]=2[CH:13]=1. Procedure details: To a solution of 60 g of 6-chloro-3,4-dihydro-4-methyl-3-oxo-2H-1,4-benzoxazine-8-carboxylic acid in 450 ml of concentrated sulfuric acid with cooling below 0° C. is added dropwise a mixture of 11.6 ml of fuming nitric acid and 11.6 ml of concentrated sulfuric acid at a temperature below 5° C. The resultant solution is stirred under ice-cooling for 2.5 hours and poured into ice-cold water. The precipitated crystals are collected by filtration and recrystallized from ethanol to give 6-chloro-3,4-... Reactants: CCCCO, ClCCN(CCCl)Cc1ccccc1, Nc1cccc2cccnc12, [Na+], [OH-]. The product is c1ccc(CN2CCN(c3cccc4cccnc34)CC2)cc1. As a reaction SMILES: [CH2:28]([OH:29])[CH2:30][CH2:31][CH3:32].[Cl:12][CH2:13][CH2:14][N:15]([CH2:16][c:17]1[cH:18][cH:19][cH:20][cH:21][cH:22]1)[CH2:23][CH2:24][Cl:25].[NH2:1][c:2]1[cH:3][cH:4][cH:5][c:6]2[cH:7][cH:8][cH:9][n:10][c:11]12.[Na+:27].[OH-:26]>>[N:1]1([c:2]2[cH:3][cH:4][cH:5][c:6]3[cH:7][cH:8][cH:9][n:10][c:11]23)[CH2:13][CH2:14][N:15]([CH2:16][c:17]2[cH:18][cH:19][cH:20][cH:21][cH:22]2)[CH2:23][CH2:24]1. Starting materials: C(C)(=O)OC1CC2=CC=CC(=C2C1)N (4-amino-2-indanyl acetate), COC1OC(CC1)OC (2,5-dimethoxytetrahydrofuran), C(Cl)(Cl)Cl (chloroform), aqueous saturated solution, [Cl-].[Na+] (sodium chloride). The solvent is C(C)(=O)O (acetic acid). Product: C(C)(=O)OC1CC2=CC=CC(=C2C1)N1C=CC=C1 (4-(1-pyrrolyl)-2-indanyl acetate). The yield is 92.2%. Reaction SMILES: [C:1]([O:4][CH:5]1[CH2:13][C:12]2[C:7](=[CH:8][CH:9]=[CH:10][C:11]=2[NH2:14])[CH2:6]1)(=[O:3])[CH3:2].CO[CH:17]1[CH2:21][CH2:20][CH:19](OC)O1.C(Cl)(Cl)Cl.[Cl-].[Na+]>C(O)(=O)C>[C:1]([O:4][CH:5]1[CH2:13][C:12]2[C:7](=[CH:8][CH:9]=[CH:10][C:11]=2[N:14]2[CH:17]=[CH:21][CH:20]=[CH:19]2)[CH2:6]1)(=[O:3])[CH3:2] |f:3.4|. Procedure: A stirred solution of 0.70 g (0.004 mole) of 4-amino-2-indanyl acetate and 0.56 g (0.004 mole) of 2,5-dimethoxytetrahydrofuran in 1.5 mL of acetic acid was heated under reflux for 3 hours. The reaction mixture was cooled to ambient temperature and poured into 30 mL of chloroform. The mixture was stirred with 30 mL of an aqueous saturated solution of sodium chloride. The organic layer was removed, and the aqueous layer extracted with two portions of 30 mL each of chloroform. The combined organic ...